Dataset: the Open Reaction Database (ORD), a public repository of structured organic reaction records. Task: describe an organic reaction: reactants, conditions, products, and yield Starting materials: [N+](=O)([O-])C=1C=C(C=CC1)S(=O)(=O)N1CC=CC1 (1-(3-nitrobenzenesulfonyl)-2,5-dihydro-1H-pyrrole), [In] (indium), dichloromethane silica, [In] (Indium), Cl (HCl). Run in O.O1CCCC1 (water tetrahydrofuran). Reaction conditions: time 24 hour. Product: N1(CC=CC1)S(=O)(=O)C=1C=C(N)C=CC1 (3-(2,5-dihydropyrrole-1-sulfonyl)-aniline). RXN SMILES: [N+:1]([C:4]1[CH:5]=[C:6]([S:10]([N:13]2[CH2:17][CH:16]=[CH:15][CH2:14]2)(=[O:12])=[O:11])[CH:7]=[CH:8][CH:9]=1)([O-])=O.[In].Cl>O.O1CCCC1>[N:13]1([S:10]([C:6]2[CH:5]=[C:4]([CH:9]=[CH:8][CH:7]=2)[NH2:1])(=[O:12])=[O:11])[CH2:14][CH:15]=[CH:16][CH2:17]1 |f:3.4|. Procedure details: A 250 mL round bottom flask was equipped with a magnetic stirrer and charged with 1-(3-nitrobenzenesulfonyl)-2,5-dihydro-1H-pyrrole (Example 92, 9.32 mmol, followed by 3:1 water/tetrahydrofuran v/v (50 mL). Indium powder (37.3 mmol) was added, followed by concentrated HCl (55.9 mmol). The reaction gives a slight exotherm and the indium forms a solid metal chunk. After 24 hours, TLC (dichloromethane/silica) indicated the reaction was mostly complete. The indium was removed with a pair of tweesers... Starting materials: CC(=O)[O-], CC(=O)[O-], CC(=O)O, [Co+2], O=C1CCCCC1, Cc1cc(C)c(C=O)c(C)c1. Product: Cc1cc(C)c(C(=O)O)c(C)c1. RXN SMILES: [C:23]([O-:24])(=[O:25])[CH3:26].[C:28]([O-:29])(=[O:30])[CH3:31].[CH3:19][C:20](=[O:21])[OH:22].[Co+2:27].[O:12]=[C:13]1[CH2:14][CH2:15][CH2:16][CH2:17][CH2:18]1.[c:1]1([CH3:11])[c:2]([CH:9]=[O:10])[c:3]([CH3:8])[cH:4][c:5]([CH3:7])[cH:6]1>>[c:1]1([CH3:11])[c:2]([C:9](=[O:10])[OH:12])[c:3]([CH3:8])[cH:4][c:5]([CH3:7])[cH:6]1.